Dataset: the Open Reaction Database (ORD), a public repository of structured organic reaction records. Task: describe an organic reaction: reactants, conditions, products, and yield Reaction SMILES: [C:1]([O:5][C:6](=[O:19])[NH:7][CH2:8][C:9]1[CH:14]=[CH:13][C:12]([Cl:15])=[C:11]([N:16]=[C:17]=S)[CH:10]=1)([CH3:4])([CH3:3])[CH3:2].[Cl:20][C:21]1[CH:22]=[C:23]([NH2:37])[C:24]([NH2:36])=[CH:25][C:26]=1[N:27]1[CH2:31][CH2:30][CH2:29][CH:28]1[CH2:32][N:33]([CH3:35])[CH3:34]>CN(C=O)C>[C:1]([O:5][C:6](=[O:19])[NH:7][CH2:8][C:9]1[CH:14]=[CH:13][C:12]([Cl:15])=[C:11]([NH:16][C:17]2[NH:36][C:24]3[CH:25]=[C:26]([N:27]4[CH2:31][CH2:30][CH2:29][CH:28]4[CH2:32][N:33]([CH3:35])[CH3:34])[C:21]([Cl:20])=[CH:22][C:23]=3[N:37]=2)[CH:10]=1)([CH3:4])([CH3:3])[CH3:2]. Solvent: CN(C)C=O (DMF). Reported procedure: (4-Chloro-3-isothiocyanato-benzyl)-carbamic acid tert-butyl ester (68 mg, 0.2 mmol) followed by TEA (160 μL, 1.2 mmol) were added to 4-chloro-5-(2-dimethylaminomethyl-pyrrolidin-1-yl)-benzene-1,2-diamine (95 mg) in DMF (3 mL). The mixture was stirred at rt for 4 h and then purified by chromatography to give the sub-title compound. Reaction conditions: time 4 hour. Starting materials: C(C)(C)(C)OC(NCC1=CC(=C(C=C1)Cl)N=C=S)=O ((4-Chloro-3-isothiocyanato-benzyl)-carbamic acid tert-butyl ester), TEA, ClC=1C=C(C(=CC1N1C(CCC1)CN(C)C)N)N (4-chloro-5-(2-dimethylaminomethyl-pyrrolidin-1-yl)-benzene-1,2-diamine). Product: C(C)(C)(C)OC(NCC1=CC(=C(C=C1)Cl)NC1=NC2=C(N1)C=C(C(=C2)Cl)N2C(CCC2)CN(C)C)=O ({4-Chloro-3-[5-chloro-6-(2-dimethylaminomethyl-pyrrolidin-1-yl)-1H-benzimidazol-2-ylamino]-benzyl}-carbamic acid tert-butyl ester).